This data is from the Open Reaction Database (ORD), a public repository of structured organic reaction records. The task is: describe an organic reaction: reactants, conditions, products, and yield Reactants: O1CCCC1 (tetrahydrofuran), [H-].[Na+] (sodium hydride), C(CCCCCCC)Br (Octyl bromide), OC1=CC=NC=C1 (4-hydroxypyridine). Run in [Cl-].[Na+].O (brine), C(C)(=O)OCC (ethyl acetate), CN(C=O)C (N,N-dimethylformamide). Conditions: temperature 50 celsius, time 2 hour. Yields the product C(CCCCCCC)N1C=CC(C=C1)=O (1-octyl-4-pyridone). RXN SMILES: [H-].[Na+].[OH:3][C:4]1[CH:9]=[CH:8][N:7]=[CH:6][CH:5]=1.[CH2:10](Br)[CH2:11][CH2:12][CH2:13][CH2:14][CH2:15][CH2:16][CH3:17].O1CCCC1>CN(C)C=O.[Cl-].[Na+].O.C(OCC)(=O)C>[CH2:10]([N:7]1[CH:8]=[CH:9][C:4](=[O:3])[CH:5]=[CH:6]1)[CH2:11][CH2:12][CH2:13][CH2:14][CH2:15][CH2:16][CH3:17] |f:0.1,6.7.8|. Reported procedure: To a suspension of sodium hydride (2.04 g) in N,N-dimethylformamide (50 ml) was added 4-hydroxypyridine (5 g) at room temperature. Octyl bromide (9.08 ml) was added thereto. The mixture was stirred for 2 hours at 50° C. The reaction mixture was added to a mixture of brine (100 ml), tetrahydrofuran (100 ml) and ethyl acetate (100 ml). The organic layer was separated and dried over magnesium sulfate. The magnesium sulfate was filtered off, and the filtrate was evaporated under reduced pressure to ... The reactants are C1CCOC1, [Li]CCCC, CC(C)[N-]C(C)C, CI, CC(C)NC(C)C, CC1(C)COC(c2cc(F)c(F)c([Si](C)(C)C)c2F)=N1, [Li+], O. Yields the product Cc1c(F)c(F)c([Si](C)(C)C)c(F)c1C1=NC(C)(C)CO1. As a reaction SMILES: [CH2:43]1[O:44][CH2:45][CH2:46][CH2:47]1.[CH2:8]([Li:9])[CH2:10][CH2:11][CH3:12].[CH3:14][CH:15]([N-:16][CH:17]([CH3:18])[CH3:19])[CH3:20].[CH3:41][I:42].[CH:1]([NH:2][CH:3]([CH3:4])[CH3:5])([CH3:6])[CH3:7].[F:21][c:22]1[c:23]([C:34]2=[N:38][C:37]([CH3:39])([CH3:40])[CH2:36][O:35]2)[cH:24][c:25]([F:33])[c:26]([F:32])[c:27]1[Si:28]([CH3:29])([CH3:30])[CH3:31].[Li+:13].[OH2:48]>>[CH3:1][c:24]1[c:23]([C:34]2=[N:38][C:37]([CH3:39])([CH3:40])[CH2:36][O:35]2)[c:22]([F:21])[c:27]([Si:28]([CH3:29])([CH3:30])[CH3:31])[c:26]([F:32])[c:25]1[F:33]. The reactants are O[Li].O (LiOH.H2O), COC(CC1=C(CCC2=NC(=NC=C2C(F)(F)F)NC2=CC=C(C=C2)N2CCN(CC2)C(=O)OC(C)(C)C)C=CC=C1)=O (tert-butyl 4-(4-((4-(2-(2-methoxy-2-oxoethyl)phenethyl)-5-(trifluoromethyl)pyrimidin-2-yl)amino)phenyl)piperazine-1-carboxylate). The solvent is C1CCOC1 (THF), O (water), CO (methanol). Run at temperature 40 celsius, time 3 hour. Product: C(C)(C)(C)OC(=O)N1CCN(CC1)C1=CC=C(C=C1)NC1=NC=C(C(=N1)CCC1=C(C=CC=C1)CC(=O)[O-])C(F)(F)F.[Li+] (Lithium 2-(2-(2-(2-((4-(4-(tert-butoxycarbonyl)piperazin-1-yl)phenyl)amino)-5-(trifluoromethyl)pyrimidin-4-yl)ethyl)phenyl)acetate). Yield: 96.0%. RXN SMILES: O[Li:2].O.C[O:5][C:6](=[O:46])[CH2:7][C:8]1[CH:45]=[CH:44][CH:43]=[CH:42][C:9]=1[CH2:10][CH2:11][C:12]1[C:17]([C:18]([F:21])([F:20])[F:19])=[CH:16][N:15]=[C:14]([NH:22][C:23]2[CH:28]=[CH:27][C:26]([N:29]3[CH2:34][CH2:33][N:32]([C:35]([O:37][C:38]([CH3:41])([CH3:40])[CH3:39])=[O:36])[CH2:31][CH2:30]3)=[CH:25][CH:24]=2)[N:13]=1>C1COCC1.O.CO>[C:38]([O:37][C:35]([N:32]1[CH2:31][CH2:30][N:29]([C:26]2[CH:27]=[CH:28][C:23]([NH:22][C:14]3[N:13]=[C:12]([CH2:11][CH2:10][C:9]4[CH:42]=[CH:43][CH:44]=[CH:45][C:8]=4[CH2:7][C:6]([O-:46])=[O:5])[C:17]([C:18]([F:19])([F:20])[F:21])=[CH:16][N:15]=3)=[CH:24][CH:25]=2)[CH2:34][CH2:33]1)=[O:36])([CH3:41])([CH3:39])[CH3:40].[Li+:2] |f:0.1,6.7|. Procedure: LiOH.H2O (0.044 g, 1.06 mmol) was added to tert-butyl 4-(4-((4-(2-(2-methoxy-2-oxoethyl)phenethyl)-5-(trifluoromethyl)pyrimidin-2-yl)amino)phenyl)piperazine-1-carboxylate (I6) (0.211 g, 0.352 mmol) in THF (10 mL), water (2.5 mL) and methanol (1 mL). The resulting mixture was allowed to stir for 3 hours at 40° C. The volatiles were removed in vacuo and the residue was diluted with EtOAc (100 mL) and 2 M aq. NaOH (100 mL). The layers were separated and the aqueous layer was extracted with EtOAc (7... Reactants: FC(C1=C(C=CC=C1)C1C(=C(NC(=C1C(=O)OCC)C)C)C(=O)OCC)(F)F (diethyl 1,4-dihydro-4-(2-trifluoromethylphenyl)-2,6-dimethyl-3,5-pyridine dicarboxylate), FC(C1=CC=C(C=C1)N=C(C1=CC=CC=C1)Cl)(F)F (N-(4-trifluoromethylphenyl)-benzimidoyl chloride). Product: CC=1NC=2C=C(N(C(C2C(C1C(=O)OCC)C1=C(C=CC=C1)C(F)(F)F)=O)C1=CC=C(C=C1)C(F)(F)F)C1=CC=CC=C1 (Ethyl 1,4,5,6-Tetrahydro-2-methyl-4-(2-trifluoromethylphenyl)-5-oxo-6-(4-trifluoromethylphenyl)-7-phenyl-1,6-naphthyridine-3-carboxylate). RXN SMILES: [F:1][C:2]([F:28])([F:27])[C:3]1[CH:8]=[CH:7][CH:6]=[CH:5][C:4]=1[CH:9]1[C:14]([C:15](OCC)=[O:16])=[C:13]([CH3:20])[NH:12][C:11]([CH3:21])=[C:10]1[C:22]([O:24][CH2:25][CH3:26])=[O:23].[F:29][C:30]([F:47])([F:46])[C:31]1[CH:36]=[CH:35][C:34]([N:37]=[C:38](Cl)[C:39]2[CH:44]=[CH:43][CH:42]=[CH:41][CH:40]=2)=[CH:33][CH:32]=1>>[CH3:21][C:11]1[NH:12][C:13]2[CH:20]=[C:38]([C:39]3[CH:44]=[CH:43][CH:42]=[CH:41][CH:40]=3)[N:37]([C:34]3[CH:35]=[CH:36][C:31]([C:30]([F:47])([F:46])[F:29])=[CH:32][CH:33]=3)[C:15](=[O:16])[C:14]=2[CH:9]([C:4]2[CH:5]=[CH:6][CH:7]=[CH:8][C:3]=2[C:2]([F:28])([F:1])[F:27])[C:10]=1[C:22]([O:24][CH2:25][CH3:26])=[O:23]. Reported procedure: This product is obtained using the procedure of Example 1 from diethyl 1,4-dihydro-4-(2-trifluoromethylphenyl)-2,6-dimethyl-3,5-pyridine dicarboxylate and N-(4-trifluoromethylphenyl)-benzimidoyl chloride (1.7 g, 5.6%). The reactants are O=C([O-])O, ClCCl, CC#N, NC1CCCC1, Cl, CC(CN1CCCC1)N1c2ccccc2Sc2ccc(C(=O)O)cc21, [Na+], O=S(Cl)Cl. The product is CC(CN1CCCC1)N1c2ccccc2Sc2ccc(C(=O)NC3CCCC3)cc21. As a reaction SMILES: [C:37](=[O:38])([OH:39])[O-:40].[CH2:42]([Cl:43])[Cl:44].[CH3:45][C:46]#[N:47].[CH:31]1([NH2:36])[CH2:32][CH2:33][CH2:34][CH2:35]1.[ClH:5].[N:6]1([CH2:11][CH:12]([CH3:13])[N:14]2[c:15]3[cH:16][cH:17][cH:18][cH:19][c:20]3[S:21][c:22]3[cH:23][cH:24][c:25]([C:28](=[O:29])[OH:30])[cH:26][c:27]32)[CH2:7][CH2:8][CH2:9][CH2:10]1.[Na+:41].[S:1]([Cl:2])([Cl:3])=[O:4]>>[N:6]1([CH2:11][CH:12]([CH3:13])[N:14]2[c:15]3[cH:16][cH:17][cH:18][cH:19][c:20]3[S:21][c:22]3[cH:23][cH:24][c:25]([C:28](=[O:30])[NH:36][CH:31]4[CH2:32][CH2:33][CH2:34][CH2:35]4)[cH:26][c:27]32)[CH2:7][CH2:8][CH2:9][CH2:10]1.